Dataset: the Open Reaction Database (ORD), a public repository of structured organic reaction records. Task: describe an organic reaction: reactants, conditions, products, and yield The reactants are CC(=O)OCC(=O)C1(O)CCC2C3CCC4=CC(=O)CCC4(C)C3CCC21C, CC(=O)[O-], ClC(Cl)Cl, [Na+], O=P(Cl)(Cl)Cl. Product: C=C1CC2C(CCC3(C)C2CCC3(O)C(=O)COC(C)=O)C2(C)CCC(=O)C=C12. As a reaction SMILES: [C:1]([CH3:2])(=[O:3])[O:4][CH2:5][C:6]([C:7]1([OH:27])[CH2:8][CH2:9][CH:10]2[CH:11]3[CH2:12][CH2:13][C:14]4=[CH:15][C:16](=[O:26])[CH2:17][CH2:18][C:19]4([CH3:20])[CH:21]3[CH2:22][CH2:23][C:24]12[CH3:25])=[O:28].[CH3:30][C:31](=[O:32])[O-:33].[CH:39]([Cl:40])([Cl:41])[Cl:42].[Na+:29].[P:34]([Cl:35])([Cl:36])([Cl:37])=[O:38]>>[C:1]([CH3:2])(=[O:3])[O:4][CH2:5][C:6]([C:7]1([OH:27])[CH2:8][CH2:9][CH:10]2[CH:11]3[CH2:12][C:13](=[CH2:30])[C:14]4=[CH:15][C:16](=[O:26])[CH2:17][CH2:18][C:19]4([CH3:20])[CH:21]3[CH2:22][CH2:23][C:24]12[CH3:25])=[O:28].